Dataset: the Open Reaction Database (ORD), a public repository of structured organic reaction records. Task: describe an organic reaction: reactants, conditions, products, and yield Reagents/catalysts: [Fe] (iron). RXN SMILES: [C:1]([OH:6])(=[O:5])[C:2]([CH3:4])=[CH2:3].[CH2:7]1[O:9][CH2:8]1>[Fe]>[OH:9][CH2:8][CH2:7][O:5][C:1](=[O:6])[C:2]([CH3:4])=[CH2:3]. Reported procedure: The procedure of Example 4 is repeated, except with less catalyst (1.9 g, 46% iron), with methacrylic acid (2.0 g) used in place of acrylic acid, and slightly less ethylene oxide added (3.8 g). The reactor is heated to 70° C. for 1 hour. The results for the product hydroxyethylmethacrylate (HEMA) are presented in Table 2. Conditions: temperature 70 celsius. The product is OCCOC(C(=C)C)=O (hydroxyethylmethacrylate). Starting materials: C(C(=C)C)(=O)O (methacrylic acid), C1CO1 (ethylene oxide). The reactants are CC(C1OCC(C)(C)CO1)C1CCC2C3=CC=C4CC(O)C5OC5C4(C)C3CCC21C, COC(OC)C(C)C1CCC2C3=CC=C4CC(O)C5OC5C4(C)C3CCC21C. The product is COC(OC)C(C)C1CCC2C3=CC=C4CC(O)CC(O)C4(C)C3CCC21C. RXN SMILES: [CH3:29][C:30]1([CH3:31])[CH2:32][O:33][CH:34]([CH:35]([CH:36]2[C:37]3([CH3:38])[CH:39]([C:40]4=[CH:54][CH:53]=[C:46]5[C:44]([CH3:45])([CH:41]4[CH2:42][CH2:43]3)[CH:52]3[CH:50]([CH:48]([OH:49])[CH2:47]5)[O:51]3)[CH2:55][CH2:56]2)[CH3:57])[O:58][CH2:59]1.[O:1]1[CH:2]2[CH:3]1[CH:4]([OH:28])[CH2:5][C:6]1=[CH:7][CH:8]=[C:9]3[CH:10]4[CH2:11][CH2:12][CH:13]([CH:14]([CH:15]([O:16][CH3:17])[O:18][CH3:19])[CH3:20])[C:21]4([CH3:27])[CH2:22][CH2:23][CH:24]3[C:25]21[CH3:26]>>[OH:1][CH:2]1[CH2:3][CH:4]([OH:28])[CH2:5][C:6]2=[CH:7][CH:8]=[C:9]3[CH:10]4[CH2:11][CH2:12][CH:13]([CH:14]([CH:15]([O:16][CH3:17])[O:18][CH3:19])[CH3:20])[C:21]4([CH3:27])[CH2:22][CH2:23][CH:24]3[C:25]12[CH3:26]. The product is COC(=O)c1cccc(NC(=O)C2CCCN(C(=O)OCc3ccccc3)C2)c1O. The reactants are O=C(Cl)C1CCCN(C(=O)OCc2ccccc2)C1, ClCCl, COC(=O)c1cccc(N)c1O. As a reaction SMILES: [Cl:1][C:2](=[O:3])[CH:4]1[CH2:5][N:6]([C:10](=[O:11])[O:12][CH2:13][c:14]2[cH:15][cH:16][cH:17][cH:18][cH:19]2)[CH2:7][CH2:8][CH2:9]1.[Cl:32][CH2:33][Cl:34].[NH2:20][c:21]1[c:22]([OH:31])[c:23]([C:24](=[O:25])[O:26][CH3:27])[cH:28][cH:29][cH:30]1>>[C:2](=[O:3])([CH:4]1[CH2:5][N:6]([C:10](=[O:11])[O:12][CH2:13][c:14]2[cH:15][cH:16][cH:17][cH:18][cH:19]2)[CH2:7][CH2:8][CH2:9]1)[NH:20][c:21]1[c:22]([OH:31])[c:23]([C:24](=[O:25])[O:26][CH3:27])[cH:28][cH:29][cH:30]1. The reactants are CC1(OB(OC1(C)C)C1=CC=C(C=C1)N)C (4-(4,4,5,5-tetramethyl-[1,3,2]dioxaborolan-2-yl)-phenylamine), CS(=O)(=O)Cl (methanesulfonyl chloride). Run at time 2 hour. Yields the product CC1(OB(OC1(C)C)C1=CC=C(C=C1)NS(=O)(=O)C)C (N-[4-(4,4,5,5-tetramethyl-[1,3,2]dioxaborolan-2-yl)-phenyl]-methanesulfonamide). Solvent: C(Cl)Cl (methylene chloride), CN1CCOCC1 (4-methylmorpholine), C(C)(=O)OCC (ethyl acetate). Procedure: To a solution of 4-(4,4,5,5-tetramethyl-[1,3,2]dioxaborolan-2-yl)-phenylamine (5.00 g, 22.8 mmol) in methylene chloride (100 mL) and 4-methylmorpholine (16 mL) at 0° C. was added methanesulfonyl chloride (2.1 mL, 28 mmol). The mixture was stirred at room temperature for 2 hr, and diluted with ethyl acetate. The organic layer was washed with brine, dried over sodium sulfate and concentrated to provide N-[4-(4,4,5,5-tetramethyl-[1,3,2]dioxaborolan-2-yl)-phenyl]-methanesulfonamide as a white solid ... The yield is 93.3%. Reaction SMILES: [CH3:1][C:2]1([CH3:16])[C:6]([CH3:8])([CH3:7])[O:5][B:4]([C:9]2[CH:14]=[CH:13][C:12]([NH2:15])=[CH:11][CH:10]=2)[O:3]1.[CH3:17][S:18](Cl)(=[O:20])=[O:19]>C(Cl)Cl.CN1CCOCC1.C(OCC)(=O)C>[CH3:8][C:6]1([CH3:7])[C:2]([CH3:16])([CH3:1])[O:3][B:4]([C:9]2[CH:14]=[CH:13][C:12]([NH:15][S:18]([CH3:17])(=[O:20])=[O:19])=[CH:11][CH:10]=2)[O:5]1. Reactants: [S-2].[Li+].[Li+] (lithium sulfide), Cl[Si](C)(C)C (chlorotrimethylsilane), Cl[Si](C)(C)C (chlorotrimethylsilane), [S-2].[Li+].[Li+] (dilithium sulfide). Solvent: O1CCCC1 (tetrahydrofuran). Product: C[Si](S[Si](C)(C)C)(C)C (hexamethyldisilthiane). The yield is 45.0%. Reaction SMILES: [S-2:1].[Li+].[Li+].Cl[Si:5]([CH3:8])([CH3:7])[CH3:6]>O1CCCC1>[CH3:6][Si:5]([CH3:8])([CH3:7])[S:1][Si:5]([CH3:8])([CH3:7])[CH3:6] |f:0.1.2|. Procedure details: R. Detty et al. in J. Org. Chem. 1982, 47, 1354-1356 reiterated the above statement about the substantial nonreactivity of lithium sulfide and chlorotrimethylsilane and indicated that commercially available dilithium sulfide and chlorotrimethylsilane, when refluxed for seventy-two hours in tetrahydrofuran, gave only a 45% yield of hexamethyldisilthiane, also called "bis(trimethylsilyl)sulfide. Starting materials: CC(C)(C)[O-].[Na+] (NaOtBu), CCOC(=O)C (EtOAc), BrC=1C=C(C(=NC1)OC)Cl (5-bromo-3-chloro-2-methoxy-pyridine), C(C)(C)(C)OC(=O)N1C[C@H](CC1)OC=1C2=C(N=CN1)CCNC2 ((S)-3-(5,6,7,8-tetrahydro-pyrido[4,3-d]pyrimidin-4-yloxy)-pyrrolidine-1-carboxylic acid tert-butyl ester), C(C)(C)(C)OC(=O)N1C[C@H](CC1)OC=1C2=C(N=CN1)CCNC2 ((S)-3-(5,6,7,8-tetrahydro-pyrido[4,3-d]pyrimidin-4-yloxy)-pyrrolidine-1-carboxylic acid tert-butyl ester). The reagents and catalysts are CC(C)C1=CC(=C(C(=C1)C(C)C)C2=C(C=CC=C2)P(C3CCCCC3)C4CCCCC4)C(C)C (X-Phos), C=1C=CC(=CC1)/C=C/C(=O)/C=C/C2=CC=CC=C2.C=1C=CC(=CC1)/C=C/C(=O)/C=C/C2=CC=CC=C2.C=1C=CC(=CC1)/C=C/C(=O)/C=C/C2=CC=CC=C2.[Pd].[Pd] (Pd2(dba)3). Solvent: C1CCOC1 (THF). Conditions: temperature 90 celsius, time 3 hour. Yields the product C(C)(C)(C)OC(=O)N1C[C@H](CC1)OC=1C2=C(N=CN1)CCN(C2)C=2C=NC(=C(C2)Cl)OC ((S)-3-[6-(5-chloro-6-methoxy-pyridin-3-yl)-5,6,7,8-tetrahydro-pyrido[4,3-d]pyrimidin-4-yloxy]-pyrrolidine-1-carboxylic acid tert-butyl ester). The yield is 50.4%. As a reaction SMILES: CC([O-])(C)C.[Na+].Br[C:8]1[CH:9]=[C:10]([Cl:16])[C:11]([O:14][CH3:15])=[N:12][CH:13]=1.[C:17]([O:21][C:22]([N:24]1[CH2:28][CH2:27][C@H:26]([O:29][C:30]2[C:31]3[CH2:39][NH:38][CH2:37][CH2:36][C:32]=3[N:33]=[CH:34][N:35]=2)[CH2:25]1)=[O:23])([CH3:20])([CH3:19])[CH3:18].CCOC(C)=O>C1COCC1.C1C=CC(/C=C/C(/C=C/C2C=CC=CC=2)=O)=CC=1.C1C=CC(/C=C/C(/C=C/C2C=CC=CC=2)=O)=CC=1.C1C=CC(/C=C/C(/C=C/C2C=CC=CC=2)=O)=CC=1.[Pd].[Pd].CC(C1C=C(C(C)C)C(C2C=CC=CC=2P(C2CCCCC2)C2CCCCC2)=C(C(C)C)C=1)C>[C:17]([O:21][C:22]([N:24]1[CH2:28][CH2:27][C@H:26]([O:29][C:30]2[C:31]3[CH2:39][N:38]([C:8]4[CH:13]=[N:12][C:11]([O:14][CH3:15])=[C:10]([Cl:16])[CH:9]=4)[CH2:37][CH2:36][C:32]=3[N:33]=[CH:34][N:35]=2)[CH2:25]1)=[O:23])([CH3:20])([CH3:18])[CH3:19] |f:0.1,6.7.8.9.10|. Reported procedure: X-Phos (0.073 g, 0.154 mmol), Pd2(dba)3 (0.100 g, 0.110 mmol), NaOtBu (0.395 g, 4.11 mmol) and 5-bromo-3-chloro-2-methoxy-pyridine (0.732 g, 3.29 mmol) were combined and flushed under a stream of argon for 10 min. To this mixture, a solution of (S)-3-(5,6,7,8-tetrahydro-pyrido[4,3-d]pyrimidin-4-yloxy)-pyrrolidine-1-carboxylic acid tert-butyl ester (Intermediate 7) (2.15 g, 6.72 mmol) in THF (6 mL) was added at rt and the reaction mixture was stirred at 90° C. for 3 h. The reaction was cooled dow...